This data is from the Open Reaction Database (ORD), a public repository of structured organic reaction records. The task is: describe an organic reaction: reactants, conditions, products, and yield Reactants: ketoacid, C(#N)[BH3-].[Na+] (sodium cyanoborohydride), O(C1=CC=CC=C1)CC(C(=O)O)=O (phenoxypyruvic acid), O(C1=CC=CC=C1)CC(=O)OCC (ethyl phenoxyacetate), C(C(=O)OCC)(=O)OCC (diethyl oxalate), [BH3-]C#N.[Na+] (NaBH3CN), [OH-].[Na+] (NaOH), N[C@@H](C)C(=O)N1[C@H](C(=O)O)CCC1 (L-alanyl-L-proline). Run in O (water). Conditions: time 5 day. Product: C(=O)(O)C(COC1=CC=CC=C1)N[C@@H](C)C(=O)N1[C@H](C(=O)O)CCC1 (N-(1-Carboxy-2-phenoxyethyl)-L-alanyl-L-proline). As a reaction SMILES: [O:1]([CH2:8][C:9](=O)[C:10]([OH:12])=[O:11])[C:2]1[CH:7]=[CH:6][CH:5]=[CH:4][CH:3]=1.O(CC(OCC)=O)C1C=CC=CC=1.C(OCC)(=O)C(OCC)=O.[NH2:37][C@H:38]([C:40]([N:42]1[CH2:49][CH2:48][CH2:47][C@H:43]1[C:44]([OH:46])=[O:45])=[O:41])[CH3:39].[OH-].[Na+].[BH3-]C#N.[Na+]>O>[C:10]([CH:9]([NH:37][C@H:38]([C:40]([N:42]1[CH2:49][CH2:48][CH2:47][C@H:43]1[C:44]([OH:46])=[O:45])=[O:41])[CH3:39])[CH2:8][O:1][C:2]1[CH:3]=[CH:4][CH:5]=[CH:6][CH:7]=1)([OH:12])=[O:11] |f:4.5,6.7|. Procedure: A slurry of phenoxypyruvic acid (1.8 g) (prepared by the condensation of ethyl phenoxyacetate with diethyl oxalate, followed by acid catalyzed hydrolysis and decarboxylation) and L-alanyl-L-proline (0.37 g) in 10 ml of water is adjusted to pH 7 with dilute NaOH. The mixture is treated with NaBH3CN (0.18 g) and allowed to stir at room temperature for 5 days. On the second and third days additional ketoacid (0.9 g) and sodium cyanoborohydride (0.18 g) are added. The product is adsorbed on strong a... Starting materials: N[C@@H]1[C@H]([C@@H](CC1)C(=O)OC)C1=CC=C(C=C1)F (Methyl 3-(S)-(amino)-2-(R)-(4-fluorophenyl)cyclopentane-1-(R)-carboxylate), CCN(C(C)C)C(C)C (DIPEA), FC(C=1C=C(C=C(C1)C(F)(F)F)C(C)Br)(F)F (1-(RS)-(3,5-bis(trifluoromethyl)phenyl)ethyl bromide). The solvent is C(C)#N (acetonitrile), C([O-])(O)=O.[Na+] (sodium bicarbonate). The product is FC(C=1C=C(C=C(C1)C(F)(F)F)C(C)N[C@@H]1[C@H]([C@@H](CC1)C(=O)OC)C1=CC=C(C=C1)F)(F)F (Methyl 3-(S)-(1-(RS)-(3,5-bis(trifluoromethyl)phenyl) ethylamino)-2-(R)-(4-fluorophenyl)cyclopentane-1-(R)-carboxylate). The yield is 37.3%. As a reaction SMILES: [NH2:1][C@H:2]1[CH2:6][CH2:5][C@@H:4]([C:7]([O:9][CH3:10])=[O:8])[C@@H:3]1[C:11]1[CH:16]=[CH:15][C:14]([F:17])=[CH:13][CH:12]=1.CCN(C(C)C)C(C)C.[F:27][C:28]([F:43])([F:42])[C:29]1[CH:30]=[C:31]([CH:39](Br)[CH3:40])[CH:32]=[C:33]([C:35]([F:38])([F:37])[F:36])[CH:34]=1>C(#N)C.C(=O)(O)[O-].[Na+]>[F:27][C:28]([F:42])([F:43])[C:29]1[CH:30]=[C:31]([CH:39]([NH:1][C@H:2]2[CH2:6][CH2:5][C@@H:4]([C:7]([O:9][CH3:10])=[O:8])[C@@H:3]2[C:11]2[CH:12]=[CH:13][C:14]([F:17])=[CH:15][CH:16]=2)[CH3:40])[CH:32]=[C:33]([C:35]([F:36])([F:37])[F:38])[CH:34]=1 |f:4.5|. Reported procedure: A solution of 200 mg of amine from Example 62, 0.3 mL of DIPEA and 350 mg of 1-(RS)-(3,5-bis(trifluoromethyl)phenyl)ethyl bromide (prepared in Example 24) in 2 mL of acetonitrile was heated at 50° C. in a sealed vial for 40 h. The reaction was diluted with saturated sodium bicarbonate and extracted twice with methylene chloride. The organic layers were washed with a portion of brine, combined, dried over sodium sulfate and evaporated. The residue was purified by flash chromatography eluting with... Starting materials: NC(=O)CBr, ClCCCl, CC(C)(C)O, CCCCCCC, ClCCl, O=C(Cl)C(=O)Cl. Yields the product CC(C)(C)OC(=O)NC(=O)CBr. RXN SMILES: [Br:1][CH2:2][C:3](=[O:4])[NH2:5].[CH2:24]([Cl:25])[CH2:26][Cl:27].[CH3:12][C:13]([CH3:14])([CH3:15])[OH:16].[CH3:17][CH2:18][CH2:19][CH2:20][CH2:21][CH2:22][CH3:23].[Cl:28][CH2:29][Cl:30].[Cl:6][C:7](=[O:8])[C:9]([Cl:10])=[O:11]>>[Br:1][CH2:2][C:3](=[O:4])[NH:5][C:7](=[O:8])[O:16][C:13]([CH3:12])([CH3:14])[CH3:15]. Starting materials: C(c1c2ccccc2c(c2ccccc12)[Cl])=O, CC1=CN=C(C=C1)N, [C-]#[N+]C1CCCCC1. The reagents and catalysts are O=C(O)C(F)(F)F (trifluoroacetic acid). The solvent is CC(C)O (isopropyl alcohol), CC(C)O (isopropylalcohol). Conditions: temperature 22 celsius, time 20 hour. Product: Cc1ccc2nc(c3c4ccccc4c(c4ccccc34)[Cl])c(NC3CCCCC3)n2c1. Isolated yield 0.2%. As a reaction SMILES: CC1=CC=C(N)N=C1.[C-]#[N+]C1CCCCC1.ClC1=C2C=CC=CC2=C(C=O)C2=C1C=CC=C2>>CC1=CN2C(C=C1)=NC(=C2NC1CCCCC1)C1=C2C=CC=CC2=C(Cl)C2=CC=CC=C12. Starting materials: [Mn](=O)(=O)(=O)[O-].[K+] (potassium permanganate), COC=1C(=C(C=O)C=CC1OC)[N+](=O)[O-] (3,4-dimethoxy-2-nitrobenzaldehyde). The solvent is O (H2O), CC(=O)C (acetone). Product: COC=1C(=C(C(=O)O)C=CC1OC)[N+](=O)[O-] (3,4-Dimethoxy-2-nitro-benzoic acid). As a reaction SMILES: [Mn]([O-])(=O)(=O)=[O:2].[K+].[CH3:7][O:8][C:9]1[C:10]([N+:19]([O-:21])=[O:20])=[C:11]([CH:14]=[CH:15][C:16]=1[O:17][CH3:18])[CH:12]=[O:13]>O.CC(C)=O>[CH3:7][O:8][C:9]1[C:10]([N+:19]([O-:21])=[O:20])=[C:11]([CH:14]=[CH:15][C:16]=1[O:17][CH3:18])[C:12]([OH:2])=[O:13] |f:0.1|. Procedure: A solution of 823 g. potassium permanganate in about 8.5 liters of H2O was gradually added to a refluxing solution of 3,4-dimethoxy-2-nitrobenzaldehyde (550 g., 2.60 moles) in 5.6 liters of acetone. The reaction mixture was refluxed for four more hours, then filtered through diatomaceous earth while hot and the filter cake washed with hot water. The acetone was removed in vacuo and a small amount of unreacted solid was filtered off. The aqueous solution was acidified with 2 N hydrochloric acid (... Reactants: C(C)(=O)OCC(C1=CC[C@H]2[C@@H]3CCC4=CC(CC[C@]4(C)[C@]3(CC[C@]12C)O)=O)=NO (21-acetoxy-9α-hydroxy-20-hydroxyiminopregna-4,16-dien-3-one), C(C)(=O)[O-].[NH4+] (ammonium acetate), C(C)(=O)O (acetic acid), CC(=O)C (acetone). The reagents and catalysts are [Cl-].[Cl-].[Cl-].[Ti+3] (titanium trichloride). Run in O (water). Run at time 6 hour. The product is C(C)(=O)OCC(C1=CC[C@H]2[C@@H]3CCC4=CC(CC[C@]4(C)[C@]3(CC[C@]12C)O)=O)=O (21-Acetoxy-9α-hydroxypregna-4,16-diene-3,20-dione). RXN SMILES: [C:1]([O:4][CH2:5][C:6](=NO)[C:7]1[C@:24]2([CH3:25])[C@H:10]([C@H:11]3[C@:21]([OH:26])([CH2:22][CH2:23]2)[C@:19]2([CH3:20])[C:14](=[CH:15][C:16](=[O:27])[CH2:17][CH2:18]2)[CH2:13][CH2:12]3)[CH2:9][CH:8]=1)(=[O:3])[CH3:2].C([O-])(=[O:32])C.[NH4+].C(O)(=O)C.CC(C)=O>[Cl-].[Cl-].[Cl-].[Ti+3].O>[C:1]([O:4][CH2:5][C:6](=[O:32])[C:7]1[C@:24]2([CH3:25])[C@H:10]([C@H:11]3[C@:21]([OH:26])([CH2:22][CH2:23]2)[C@:19]2([CH3:20])[C:14](=[CH:15][C:16](=[O:27])[CH2:17][CH2:18]2)[CH2:13][CH2:12]3)[CH2:9][CH:8]=1)(=[O:3])[CH3:2] |f:1.2,5.6.7.8|. Reported procedure: A 15% (w/v) aqueous solution of titanium trichloride (4.1 ml) was added to a stirred suspension of 21-acetoxy-9α-hydroxy-20-hydroxyiminopregna-4,16-dien-3-one (0.50 g), ammonium acetate (1.5 g), acetic acid (10 ml) and acetone (3.75 ml) under nitrogen. After stirring at room temperature for 6 hours the reaction mixture was poured into water (30 ml) and extracted three times with diethyl ether. The combined organic layers were washed three times with 1N sodium hydroxide solution, then washed with...